Dataset: the Open Reaction Database (ORD), a public repository of structured organic reaction records. Task: describe an organic reaction: reactants, conditions, products, and yield The reactants are C(C1=CC=CC=C1)N1CC(C(C(C1)(F)F)=O)C(=O)OCC (ethyl 1-benzyl-5,5-difluoro-4-oxopiperidine-3-carboxylate), C(=O)(O)[O-].[Na+] (NaHCO3). The solvent is Cl (HCl). The product is C(C1=CC=CC=C1)N1CC(C(CC1)(O)O)(F)F (1-Benzyl-3,3-difluoropiperidine-4,4-diol), solid. Yield: 100.0%. RXN SMILES: [CH2:1]([N:8]1[CH2:13][C:12]([F:15])([F:14])[C:11](=[O:16])[CH:10](C(OCC)=O)[CH2:9]1)[C:2]1[CH:7]=[CH:6][CH:5]=[CH:4][CH:3]=1.C([O-])(O)=[O:23].[Na+]>Cl>[CH2:1]([N:8]1[CH2:9][CH2:10][C:11]([OH:16])([OH:23])[C:12]([F:14])([F:15])[CH2:13]1)[C:2]1[CH:3]=[CH:4][CH:5]=[CH:6][CH:7]=1 |f:1.2|. Procedure: A solution of ethyl 1-benzyl-5,5-difluoro-4-oxopiperidine-3-carboxylate (4.272 g, 14.4 mmol) dissolved in 3 N HCl (175 mL) was heated at reflux for 14 hours. The reaction mixture was cooled to room temperature, then solid NaHCO3 was added until pH 8 and extracted three times with ethyl acetate, the combined organic layers were dried over Na2SO4 and the solvents were evaporated. The title compound was obtained as white solid (3.5 g, 100%). Reactants: ClC=1C=2C=C3C(=CC2N=CN1)OCCOCCOCCO3 (4-Chloro-7,8,10,11,13,14-hexahydro-6,9,12,15-tetraoxa-1,3-diaza-cyclododeca[b]-naphthalene), [H-].[Na+] (NaH), FC1=CC=C(C=C1)NC1=NC=C(C(N1C)=O)C1=NC=C(C=C1)O (2-(4-Fluoro-phenylamino)-5-(5-hydroxy-pyridin-2-yl)-3-methyl-3H-pyrimidin-4-one). Run in CN(C)C=O (DMF), CN(C)C=O (DMF), CCOC(=O)C (EtOAc). Product: FC1=CC=C(C=C1)NC1=NC=C(C(N1C)=O)C1=NC=C(C=C1)OC=1C=2C=C3C(=CC2N=CN1)OCCOCCOCCO3 (2-(4-Fluoro-phenylamino)-5-[5-(7,8,10,11,13,14-hexahydro-6,9,12,15-tetraoxa-1,3-diaza-cyclododeca[b]naphthalen-4-yloxy)-pyridin-2-yl]-3-methyl-3H-pyrimidin-4-one). Isolated yield 93.6%. RXN SMILES: [F:1][C:2]1[CH:7]=[CH:6][C:5]([NH:8][C:9]2[N:14]([CH3:15])[C:13](=[O:16])[C:12]([C:17]3[CH:22]=[CH:21][C:20]([OH:23])=[CH:19][N:18]=3)=[CH:11][N:10]=2)=[CH:4][CH:3]=1.[H-].[Na+].Cl[C:27]1[C:28]2[CH:29]=[C:30]3[O:46][CH2:45][CH2:44][O:43][CH2:42][CH2:41][O:40][CH2:39][CH2:38][O:37][C:31]3=[CH:32][C:33]=2[N:34]=[CH:35][N:36]=1>CN(C=O)C.CCOC(C)=O>[F:1][C:2]1[CH:7]=[CH:6][C:5]([NH:8][C:9]2[N:14]([CH3:15])[C:13](=[O:16])[C:12]([C:17]3[CH:22]=[CH:21][C:20]([O:23][C:27]4[C:28]5[CH:29]=[C:30]6[O:46][CH2:45][CH2:44][O:43][CH2:42][CH2:41][O:40][CH2:39][CH2:38][O:37][C:31]6=[CH:32][C:33]=5[N:34]=[CH:35][N:36]=4)=[CH:19][N:18]=3)=[CH:11][N:10]=2)=[CH:4][CH:3]=1 |f:1.2|. Procedure details: 2-(4-Fluoro-phenylamino)-5-(5-hydroxy-pyridin-2-yl)-3-methyl-3H-pyrimidin-4-one (2.18 g, 7 mmol) was dissolved in dry DMF (30 ml) to which was added 60% NaH (774 mg, 19.3 mmol). After the mixture was stirred at room temperature for several minutes, a suspension of 4-Chloro-7,8,10,11,13,14-hexahydro-6,9,12,15-tetraoxa-1,3-diaza-cyclododeca[b]-naphthalene (2.08 g, 6.7 mmol) in dry DMF (40 ml) was added. The reaction mixture was stirred at room temperature for 1-2 hrs, then diluted with EtOAc and w... Reactants: ClC1=NC(=NC(=C1C(=C)OCC)C)C (4-chloro-2,6-dimethyl-5-(1-ethoxyvinyl)pyrimidine), Cl.BrC1=CC=C(CN)C=C1 (4-bromobenzylamine hydrochloride), C(=O)(O)[O-].[Na+] (NaHCO3). Run in C(CCC)O (n-butanol). The product is BrC1=CC=C(CNC2=NC(=NC(=C2C(=C)OCC)C)C)C=C1 (4-(4-Bromobenzylamino)-2,6-dimethyl-5-(1-ethoxyvinyl)pyrimidine). Isolated yield 55.6%. As a reaction SMILES: Cl[C:2]1[C:7]([C:8]([O:10][CH2:11][CH3:12])=[CH2:9])=[C:6]([CH3:13])[N:5]=[C:4]([CH3:14])[N:3]=1.Cl.[Br:16][C:17]1[CH:24]=[CH:23][C:20]([CH2:21][NH2:22])=[CH:19][CH:18]=1.C([O-])(O)=O.[Na+]>C(O)CCC>[Br:16][C:17]1[CH:24]=[CH:23][C:20]([CH2:21][NH:22][C:2]2[C:7]([C:8]([O:10][CH2:11][CH3:12])=[CH2:9])=[C:6]([CH3:13])[N:5]=[C:4]([CH3:14])[N:3]=2)=[CH:19][CH:18]=1 |f:1.2,3.4|. Reported procedure: A mixture of 4-chloro-2,6-dimethyl-5-(1-ethoxyvinyl)pyrimidine (3.00 g, 0.0141 mol), 4-bromobenzylamine hydrochloride (3.45 g, 0.0155 mol), NaHCO3 (2.37 g, 0.0282 mol), and n-butanol (20 mL) was heated under reflux for 70 h. The mixture was concentrated, taken up in EtOAc, washed with water, dried MgSO4), and concentrated. Trituration with ether/hexane gave 2.84 g (56%) of product as a white solid. An analytical sample was recrystallized from ether/hexane, mp 111°-113° C. The product is Cc1ncccc1CNC(=S)Nc1ccc(F)c(Cl)c1Cl. RXN SMILES: [CH3:13][c:14]1[n:15][cH:16][cH:17][cH:18][c:19]1[CH2:20][NH2:21].[CH3:22][C:23]#[N:24].[Cl:1][c:2]1[c:3]([N:10]=[C:11]=[S:12])[cH:4][cH:5][c:6]([F:9])[c:7]1[Cl:8]>>[Cl:1][c:2]1[c:3]([NH:10][C:11](=[S:12])[NH:21][CH2:20][c:19]2[c:14]([CH3:13])[n:15][cH:16][cH:17][cH:18]2)[cH:4][cH:5][c:6]([F:9])[c:7]1[Cl:8]. The reactants are Cc1ncccc1CN, CC#N, Fc1ccc(N=C=S)c(Cl)c1Cl. The reactants are CC1=CC=C(C=C1)S(=O)(=O)OC[C@@H]1OC2=C(C=CC=3N=C(OC32)C)OC1 ((8R)-2-Methyl-7,8-dihydro[1,4]dioxino[2,3-g][1,3]benzoxazol-8-ylmethyl 4-methylbenzenesulfonate), C(\C=C\C(=O)O)(=O)O (fumaric acid), N1CCCCC1 (piperidine). The solvent is C(C)O (ethanol). Run at temperature 80 celsius. Yields the product CC1=NC=2C(=C3OC(COC3=CC2)CN2CCCCC2)O1 (2-Methyl-8-(piperidin-1-ylmethyl)-7,8-dihydro-1,6,9-trioxa-3-aza-cyclopenta[a]naphthalene). RXN SMILES: CC1C=CC(S(O[CH2:12][C@H:13]2[CH2:26][O:25][C:16]3[CH:17]=[CH:18][C:19]4[N:20]=[C:21]([CH3:24])[O:22][C:23]=4[C:15]=3[O:14]2)(=O)=O)=CC=1.[NH:27]1[CH2:32][CH2:31][CH2:30][CH2:29][CH2:28]1.C(O)(=O)/C=C/C(O)=O>C(O)C>[CH3:24][C:21]1[O:22][C:23]2=[C:15]3[C:16](=[CH:17][CH:18]=[C:19]2[N:20]=1)[O:25][CH2:26][CH:13]([CH2:12][N:27]1[CH2:32][CH2:31][CH2:30][CH2:29][CH2:28]1)[O:14]3. Procedure details: (8R)-2-Methyl-7,8-dihydro[1,4]dioxino[2,3-g][1,3]benzoxazol-8-ylmethyl 4-methylbenzenesulfonate (0.38 g, 1 mmole) and piperidine 15 ml were combined and heated at 80° C. under nitrogen for 4 hours. After completion, piperidine was removed under vacuum and the residue was partitioned between ethyl acetate and saturated aqueous sodium bicarbonate. The organic phase was washed with brine, dried over magnesium sulfate and concentrated in vacuum. The crude oil was column chromatographed on silica gel... The reactants are CC(C)(C)OC(=O)N1CCC(N2CCN(C(=O)OCc3ccccc3)CC2)CC1, [Na+], [OH-], O, O=C(O)C(F)(F)F. The product is O=C(OCc1ccccc1)N1CCN(C2CCNCC2)CC1. RXN SMILES: [C:1]([O:2][C:3](=[O:4])[N:8]1[CH2:9][CH2:10][CH:11]([N:14]2[CH2:15][CH2:16][N:17]([C:20](=[O:21])[O:22][CH2:23][c:24]3[cH:25][cH:26][cH:27][cH:28][cH:29]3)[CH2:18][CH2:19]2)[CH2:12][CH2:13]1)([CH3:5])([CH3:6])[CH3:7].[Na+:38].[OH-:37].[OH2:39].[OH:30][C:31]([C:32]([F:33])([F:34])[F:35])=[O:36]>>[NH:8]1[CH2:9][CH2:10][CH:11]([N:14]2[CH2:15][CH2:16][N:17]([C:20](=[O:21])[O:22][CH2:23][c:24]3[cH:25][cH:26][cH:27][cH:28][cH:29]3)[CH2:18][CH2:19]2)[CH2:12][CH2:13]1.